From a dataset of the Open Reaction Database (ORD), a public repository of structured organic reaction records. describe an organic reaction: reactants, conditions, products, and yield Starting materials: CC[C@@H]1[C@@]([C@@H]([C@H](C(=O)[C@@H](C[C@@]([C@@H]([C@H]([C@@H]([C@H](C(=O)O1)C)O[C@H]2C[C@@]([C@H]([C@@H](O2)C)O)(C)OC)C)O[C@H]3[C@@H]([C@H](C[C@H](O3)C)N(C)C)O)(C)O)C)C)O)(C)O.C(#N)S (Erythromycin thiocyanate). Run in ClCCl (dichloromethane). Run at temperature 37 celsius. Product: CC[C@@H]1[C@@]([C@@H]([C@H](C(=O)[C@@H](C[C@@]([C@@H]([C@H]([C@@H]([C@H](C(=O)O1)C)O[C@H]2C[C@@]([C@H]([C@@H](O2)C)O)(C)OC)C)O[C@H]3[C@@H]([C@H](C[C@H](O3)C)N(C)C)O)(C)O)C)C)O)(C)O (erythromycin A). Yield: 14.0%. As a reaction SMILES: [CH3:1][CH2:2][C@H:3]1[O:18][C:16](=[O:17])[C@H:15]([CH3:19])[C@@H:14]([O:20][C@@H:21]2[O:26][C@@H:25]([CH3:27])[C@H:24]([OH:28])[C@@:23]([O:30][CH3:31])([CH3:29])[CH2:22]2)[C@H:13]([CH3:32])[C@@H:12]([O:33][C@@H:34]2[O:39][C@H:38]([CH3:40])[CH2:37][C@H:36]([N:41]([CH3:43])[CH3:42])[C@H:35]2[OH:44])[C@@:11]([OH:46])([CH3:45])[CH2:10][C@@H:9]([CH3:47])[C:7](=[O:8])[C@H:6]([CH3:48])[C@@H:5]([OH:49])[C@@:4]1([OH:51])[CH3:50].C(S)#N>ClCCl>[CH3:1][CH2:2][C@H:3]1[O:18][C:16](=[O:17])[C@H:15]([CH3:19])[C@@H:14]([O:20][C@@H:21]2[O:26][C@@H:25]([CH3:27])[C@H:24]([OH:28])[C@@:23]([O:30][CH3:31])([CH3:29])[CH2:22]2)[C@H:13]([CH3:32])[C@@H:12]([O:33][C@@H:34]2[O:39][C@H:38]([CH3:40])[CH2:37][C@H:36]([N:41]([CH3:42])[CH3:43])[C@H:35]2[OH:44])[C@@:11]([OH:46])([CH3:45])[CH2:10][C@@H:9]([CH3:47])[C:7](=[O:8])[C@H:6]([CH3:48])[C@@H:5]([OH:49])[C@@:4]1([OH:51])[CH3:50] |f:0.1|. Reported procedure: Erythromycin thiocyanate (200 g) was added into dichloromethane (500 mL), stirred under heat to 37° C. and adjusted to pH 12 until the solution became clear. The upper aqueous phase was separated and removed to obtain a dichloromethane solution with about 14% of erythromycin A. The dichloromethane solution was cooled to 24° C., kept for 2 hours and then cooled to −4° C. in 5 hours. The crystals formed were filtered. Dichloromethane (20 mL) was used to wash the crystals and the crystals were filt... The reactants are CCOCC, CC(C)(C)OCl, CC1(C)Cc2ccc(F)c(N)c2O1, [NH4+], [OH-], O. Product: CC1(C)Cc2c(Cl)cc(F)c(N)c2O1. As a reaction SMILES: [CH3:23][CH2:24][O:25][CH2:26][CH3:27].[Cl:14][O:15][C:16]([CH3:17])([CH3:18])[CH3:19].[NH2:1][c:2]1[c:3]([F:13])[cH:4][cH:5][c:6]2[c:10]1[O:9][C:8]([CH3:11])([CH3:12])[CH2:7]2.[NH4+:21].[OH-:22].[OH2:20]>>[NH2:1][c:2]1[c:3]([F:13])[cH:4][c:5]([Cl:14])[c:6]2[c:10]1[O:9][C:8]([CH3:11])([CH3:12])[CH2:7]2. Starting materials: ClC1=CC(=CC=C1)C(=O)OO (m-Chloroperbenzoic acid), COC1=CC2=C(NC(=N2)SCC2=NC=C(C(=C2C)N2CCOCC2)F)C=C1 (5-methoxy-2-(4-morpholino-5-fluoro-3-methyl-2-pyridylmethylthio)-(1H)-benzimidazole), N (ammonia), ClC1=CC(=CC=C1)C(=O)OO (m-chloroperbenzoic acid), ClC1=CC(=CC=C1)C(=O)OO (m-chloroperbenzoic acid). Solvent: ClCCl (dichloromethane), ClCCl (dichloromethane), ClCCl (dichloromethane), ClCCl (dichloromethane). Conditions: time 0.5 hour. Yields the product O1CCN(CC1)C1=C(C(=NC=C1F)CS(=O)C1=NC2=C(N1)C=CC(=C2)OC)C (2-(4-morpholino-5-fluoro-3-methyl -2-pyridylmethylsulphinyl)-5-methoxy-(1H)-benzimidazole). Isolated yield 71.1%. As a reaction SMILES: ClC1C=CC=C(C(OO)=[O:9])C=1.[CH3:12][O:13][C:14]1[CH:38]=[CH:37][C:17]2[NH:18][C:19]([S:21][CH2:22][C:23]3[C:28]([CH3:29])=[C:27]([N:30]4[CH2:35][CH2:34][O:33][CH2:32][CH2:31]4)[C:26]([F:36])=[CH:25][N:24]=3)=[N:20][C:16]=2[CH:15]=1.N>ClCCl>[O:33]1[CH2:32][CH2:31][N:30]([C:27]2[C:26]([F:36])=[CH:25][N:24]=[C:23]([CH2:22][S:21]([C:19]3[NH:18][C:17]4[CH:37]=[CH:38][C:14]([O:13][CH3:12])=[CH:15][C:16]=4[N:20]=3)=[O:9])[C:28]=2[CH3:29])[CH2:35][CH2:34]1. Procedure: m-Chloroperbenzoic acid (0.48 g) in dichloromethane (10 ml) was added dropwise to a stirred solution of 5-methoxy-2-(4-morpholino-5-fluoro-3-methyl-2-pyridylmethylthio)-(1H)-benzimidazole (1.1 g) in dichloromethane (50 ml) at -30° to -35°. After 0.5 hour at -30° a further addition of m-chloroperbenzoic acid (0.048 g) in dichloromethane (2 ml) was made and the mixture stirred for a further 0.5 hour. After a further addition of m-chloroperbenzoic acid (0.048 g) in dichloromethane (2 ml) and after ... The reactants are COC(=O)C1CC(S(=O)(=O)c2ccccc2C(F)(F)F)CN1c1cc(C2CC2)nn1-c1ccc(C(F)(F)F)cc1, [Li+], [OH-]. Product: O=C(O)C1CC(S(=O)(=O)c2ccccc2C(F)(F)F)CN1c1cc(C2CC2)nn1-c1ccc(C(F)(F)F)cc1. RXN SMILES: [CH3:1][O:2][C:3](=[O:4])[CH:5]1[N:6]([c:23]2[n:24](-[c:31]3[cH:32][cH:33][c:34]([C:37]([F:38])([F:39])[F:40])[cH:35][cH:36]3)[n:25][c:26]([CH:28]3[CH2:29][CH2:30]3)[cH:27]2)[CH2:7][CH:8]([S:10](=[O:11])(=[O:12])[c:13]2[c:14]([C:19]([F:20])([F:21])[F:22])[cH:15][cH:16][cH:17][cH:18]2)[CH2:9]1.[Li+:41].[OH-:42]>>[O:2]=[C:3]([OH:4])[CH:5]1[N:6]([c:23]2[n:24](-[c:31]3[cH:32][cH:33][c:34]([C:37]([F:38])([F:39])[F:40])[cH:35][cH:36]3)[n:25][c:26]([CH:28]3[CH2:29][CH2:30]3)[cH:27]2)[CH2:7][CH:8]([S:10](=[O:11])(=[O:12])[c:13]2[c:14]([C:19]([F:20])([F:21])[F:22])[cH:15][cH:16][cH:17][cH:18]2)[CH2:9]1. Starting materials: OC1CCC(CC1)(C(=O)OCC)C (Ethyl 4-hydroxy-1-methylcyclohexanecarboxylate), OC1CCC(CC1)(C(=O)OCC)C (Ethyl 4-hydroxy-1-methylcyclohexanecarboxylate), C1(=CC=CC=C1)P(C1=CC=CC=C1)C1=CC=CC=C1 (triphenylphosphine), C1(C=2C(C(N1)=O)=CC=CC2)=O (phthalimide), CC(C)OC(=O)/N=N/C(=O)OC(C)C (DIAD). Run in C1CCOC1 (THF). Reaction conditions: time 8 hour. Yields the product O=C1N(C(C2=CC=CC=C12)=O)C1CCC(CC1)(C(=O)OCC)C (Ethyl 4-(1,3-dioxoisoindolin-2-yl)-1-methylcyclohexanecarboxylate). Isolated yield 63.5%. RXN SMILES: O[CH:2]1[CH2:7][CH2:6][C:5]([CH3:13])([C:8]([O:10][CH2:11][CH3:12])=[O:9])[CH2:4][CH2:3]1.C1(P(C2C=CC=CC=2)C2C=CC=CC=2)C=CC=CC=1.[C:33]1(=[O:43])[NH:37][C:36](=[O:38])[C:35]2=[CH:39][CH:40]=[CH:41][CH:42]=[C:34]12.CC(OC(/N=N/C(OC(C)C)=O)=O)C>C1COCC1>[O:38]=[C:36]1[C:35]2[C:34](=[CH:42][CH:41]=[CH:40][CH:39]=2)[C:33](=[O:43])[N:37]1[CH:2]1[CH2:7][CH2:6][C:5]([CH3:13])([C:8]([O:10][CH2:11][CH3:12])=[O:9])[CH2:4][CH2:3]1. Procedure details: Ethyl 4-hydroxy-1-methylcyclohexanecarboxylate (Intermediate 67, 930 mg, 4.99 mmol), triphenylphosphine (3.143 g, 11.98 mmol), and phthalimide (882 mg, 5.99 mmol) were dissolved in 60 mL of THF. DIAD (2.33 mL, 11.98 mmol) was then added and the reaction mixture was stirred overnight at room temperature. The mixture was concentrated under vacuum, and the residue was chromatographed on silica gel using an ethyl acetate/heptane gradient. The title compound (1 g) was obtained as a clear oil. The reactants are [O-]C#N.[Na+] (sodium cyanate), Cl.NCCC=1C=CC(=C(N)C1)OCC1=CC=CC=C1 (5-(2-aminoethyl)-2-benzyloxyaniline, hydrochloride). The solvent is O (water), O (water), C(C)(=O)O (acetic acid), O (water), Cl (hydrochloric acid). Reaction conditions: time 1 hour. Yields the product NCCC=1C=CC(=C(C1)NC(=O)N)OCC1=CC=CC=C1 (N-[5-(2-aminoethyl)-2-benzyloxyphenyl]urea). Yield: 22.8%. RXN SMILES: Cl.[NH2:2][CH2:3][CH2:4][C:5]1[CH:6]=[CH:7][C:8]([O:12][CH2:13][C:14]2[CH:19]=[CH:18][CH:17]=[CH:16][CH:15]=2)=[C:9]([CH:11]=1)[NH2:10].[O-:20][C:21]#[N:22].[Na+]>C(O)(=O)C.O.Cl>[NH2:2][CH2:3][CH2:4][C:5]1[CH:6]=[CH:7][C:8]([O:12][CH2:13][C:14]2[CH:19]=[CH:18][CH:17]=[CH:16][CH:15]=2)=[C:9]([NH:10][C:21]([NH2:22])=[O:20])[CH:11]=1 |f:0.1,2.3|. Procedure: 2.4 g of 5-(2-aminoethyl)-2-benzyloxyaniline, hydrochloride, is dissolved in a mixture of 20 ml of acetic acid, 5 ml of water and 0.5 ml of 2N hydrochloric acid. A solution of 0.72 g of sodium cyanate in 5 ml of water is added and the mixture is stirred for one hour at room temperature. Thereafter, the mixture is diluted with 100 ml of water, the product is extracted by shaking with methylene chloride and recrystallized from isopropanol, thus obtaining 0.56 g of N-[5-(2-aminoethyl)-2-benzyloxyph...